This data is from the Open Reaction Database (ORD), a public repository of structured organic reaction records. The task is: describe an organic reaction: reactants, conditions, products, and yield Starting materials: C(C)N=C=O (Ethyl isocyanate), C(C)OC(=O)C=1C(=C(N2N=C(C=C(C21)C2=CC=CC=C2)N2CCOCC2)CCCO)C(=O)OCC (7-(3-Hydroxypropyl)-2-morpholin-4-yl-4-phenyl-pyrrolo[1,2-b]pyridazine-5,6-dicarboxylic acid diethyl ester). Reagents/catalysts: C(C)(C)N(CC)C(C)C (diisopropylethyl amine). Run in CC#N (CH3CN). Reaction conditions: temperature 50 celsius. Product: C(C)OC(=O)C=1C(=C(N2N=C(C=C(C21)C2=CC=CC=C2)N2CCOCC2)CCCOC(NCC)=O)C(=O)OCC (7-(3-Ethylcarbamoyloxy-propyl)-2-morpholin-4-yl-4-phenyl-pyrrolo[1,2-b]pyridazine-5,6-dicarboxylic acid diethyl ester). As a reaction SMILES: [CH2:1]([N:3]=[C:4]=[O:5])[CH3:2].[CH2:6]([O:8][C:9]([C:11]1[C:12]([C:36]([O:38][CH2:39][CH3:40])=[O:37])=[C:13]([CH2:32][CH2:33][CH2:34][OH:35])[N:14]2[C:19]=1[C:18]([C:20]1[CH:25]=[CH:24][CH:23]=[CH:22][CH:21]=1)=[CH:17][C:16]([N:26]1[CH2:31][CH2:30][O:29][CH2:28][CH2:27]1)=[N:15]2)=[O:10])[CH3:7]>C(N(C(C)C)CC)(C)C.CC#N>[CH2:6]([O:8][C:9]([C:11]1[C:12]([C:36]([O:38][CH2:39][CH3:40])=[O:37])=[C:13]([CH2:32][CH2:33][CH2:34][O:35][C:4](=[O:5])[NH:3][CH2:1][CH3:2])[N:14]2[C:19]=1[C:18]([C:20]1[CH:21]=[CH:22][CH:23]=[CH:24][CH:25]=1)=[CH:17][C:16]([N:26]1[CH2:27][CH2:28][O:29][CH2:30][CH2:31]1)=[N:15]2)=[O:10])[CH3:7]. Reported procedure: Ethyl isocyanate (50 μL, 0.063 mmol) and diisopropylethyl amine (1 drop) were added to a solution of 41 (30 mg, 0.062 mmol) in CH3CN (10 mL). The reaction mixture was heated at 50° C. for 18 h. The solvent was removed in vacuo and the residue was purified by flash chromatography (silica gel, 35% EtOAc/hexane) to provide the title compound as a white solid. 1H NMR (DMSO-d6) δ 0.89 (t, J=7.1 Hz, 3H), 0.99 (t, J=7.2 Hz, 3H), 1.20 (t, J=7.1 Hz, 3H), 1.91 (m, 2H), 2.96 (m, 2H), 3.22 (m, 2H), 3.53 (m,... The reactants are C1(CCCC1)OC=1C=C(C=CC1OC)C(CNCCN)C ((±)-N-[2-[3-(cyclopentyloxy)-4-methoxyphenyl]propyl]-1,2-ethanediamine), C(#N)N=C(SC)SC (dimethyl cyanocarbonimidodithioate). The solvent is C(C)O (ethanol). The product is C1(CCCC1)OC=1C=C(C=CC1OC)C(CN1C(NCC1)=NC#N)C ((±)-[1-[2-[3-(cyclopentyloxy)-4-methoxyphenyl]propyl]-2-imidazolidinylidene] cyanamide). The yield is 12.9%. As a reaction SMILES: [CH:1]1([O:6][C:7]2[CH:8]=[C:9]([CH:15]([CH3:21])[CH2:16][NH:17][CH2:18][CH2:19][NH2:20])[CH:10]=[CH:11][C:12]=2[O:13][CH3:14])[CH2:5][CH2:4][CH2:3][CH2:2]1.[C:22]([N:24]=[C:25](SC)SC)#[N:23]>C(O)C>[CH:1]1([O:6][C:7]2[CH:8]=[C:9]([CH:15]([CH3:21])[CH2:16][N:17]3[CH2:18][CH2:19][NH:20][C:25]3=[N:24][C:22]#[N:23])[CH:10]=[CH:11][C:12]=2[O:13][CH3:14])[CH2:2][CH2:3][CH2:4][CH2:5]1. Procedure: A mixture of intermediate 22 (0.0068 mol) and dimethyl cyanocarbonimidodithioate (0.0068 mol) in ethanol (20 ml) was stirred and refluxed for 2 days. The solvent was evaporated and the residue was first purified by short open column chromatography over silica gel (eluent: CH2Cl2, CH2Cl2 /CH3OH 96/4 and 90/10), then twice by HPLC (1 eluent: CH2Cl2 /CH3OH 90/10 and 2. Eluent: CH2Cl2 /CH3OH 96/4). The pure fractions were collected and the solvent was evaporated, yielding 0.3 g (13%) of (±)-[1-[2-[3... Reactants: FC1=CC2=C(C=C1)C1(CCN(CC1)C(=O)C=1C=NC=3N(C1NC1=CC(=CC=C1)C)N=CC3C(=O)O)CO2 (6-(6-Fluoro-2H-spiro[benzofuran-3,4′-piperidine]-1′-ylcarbonyl)-7-(3-methylphenylamino)pyrazolo[1,5-a]pyrimidine-3-carboxylic acid), C(C)S(=O)(=O)N (ethanesulfonamide). The product is FC1=CC2=C(C=C1)C1(CCN(CC1)C(=O)C=1C=NC=3N(C1NC1=CC(=CC=C1)C)N=CC3C(=O)NS(=O)(=O)CC)CO2 (N-[6-(6-Fluoro-2H-spiro[benzofuran-3,4′-piperidine]-1′-ylcarbonyl)-7-(3-methylphenylamino)pyrazolo[1,5-a]pyrimidine-3-carbonyl]ethanesulfonamide). Yield: 48.2%. RXN SMILES: [F:1][C:2]1[CH:7]=[CH:6][C:5]2[C:8]3([CH2:36][O:37][C:4]=2[CH:3]=1)[CH2:13][CH2:12][N:11]([C:14]([C:16]1[CH:17]=[N:18][C:19]2[N:20]([N:30]=[CH:31][C:32]=2[C:33](O)=[O:34])[C:21]=1[NH:22][C:23]1[CH:28]=[CH:27][CH:26]=[C:25]([CH3:29])[CH:24]=1)=[O:15])[CH2:10][CH2:9]3.[CH2:38]([S:40]([NH2:43])(=[O:42])=[O:41])[CH3:39]>>[F:1][C:2]1[CH:7]=[CH:6][C:5]2[C:8]3([CH2:36][O:37][C:4]=2[CH:3]=1)[CH2:13][CH2:12][N:11]([C:14]([C:16]1[CH:17]=[N:18][C:19]2[N:20]([N:30]=[CH:31][C:32]=2[C:33]([NH:43][S:40]([CH2:38][CH3:39])(=[O:42])=[O:41])=[O:34])[C:21]=1[NH:22][C:23]1[CH:28]=[CH:27][CH:26]=[C:25]([CH3:29])[CH:24]=1)=[O:15])[CH2:10][CH2:9]3. Reported procedure: In the same manner as in Example 1, step 6 and using 6-(6-fluoro-2H-spiro[benzofuran-3,4′-piperidine]-1′-ylcarbonyl)-7-(3-methylphenylamino)pyrazolo[1,5-a]pyrimidine-3-carboxylic acid (0.070 g, 0.140 mmol) obtained in step 4 and ethanesulfonamide (0.076 g, 0.699 mmol), the title compound (0.040 g, 48%) was obtained. The reactants are C1(CC1)C(=O)C1=C(C=C(C=C1F)OCC1=CC=C(C=C1)OC)F (cyclopropyl {2,6-difluoro-4-[(4-methoxybenzyl)oxy]phenyl}methanone), C(=O)(C(F)(F)F)O (TFA). Run in C(Cl)Cl (DCM). Reaction conditions: time 2 hour. Product: C1(CC1)C(=O)C1=C(C=C(C=C1F)O)F (cyclopropyl(2,6-difluoro-4-hydroxyphenyl)methanone). RXN SMILES: [CH:1]1([C:4]([C:6]2[C:11]([F:12])=[CH:10][C:9]([O:13]CC3C=CC(OC)=CC=3)=[CH:8][C:7]=2[F:23])=[O:5])[CH2:3][CH2:2]1.C(O)(C(F)(F)F)=O>C(Cl)Cl>[CH:1]1([C:4]([C:6]2[C:7]([F:23])=[CH:8][C:9]([OH:13])=[CH:10][C:11]=2[F:12])=[O:5])[CH2:2][CH2:3]1. Procedure details: A solution of cyclopropyl {2,6-difluoro-4-[(4-methoxybenzyl)oxy]phenyl}methanone (700 mg, 2.20 mmol) in DCM (10 ml) was added to TFA (3.0 mL) and the resulting solution stirred for 2 hour at RT. The material was concentrated under reduced pressure and the residue purified via flash column chromatography (80 g silica gel, ISCO, eluting with 30-100% ethyl acetate in hexane) to afford the title compound as an oil. 1H NMR (CDCl3): δ 8.20 (s, 2H), δ 2.43-2.38 (m, 1H), δ 1.35-1.28 (m, 2H), δ 1.10-1.03... Reactants: O1CCOC2=C1C=CC(=C2)C(=CC#N)C2=CC(=CC(=C2)OC)OC (3-(2,3-dihydrobenzo[1,4]dioxin-6-yl)-3-(3,5-dimethoxyphenyl)acrylonitrile), COC=1C=C(C=C(C1)OC)C(=O)C1=CC(=CC(=C1)OC)OC (Bis-(3,5-dimethoxyphenyl)methanone), C(C)OP(OCC)(=O)CC#N (cyanomethylphosphonic acid diethyl ester), C[Si](C)(C)[N-][Si](C)(C)C.[Li+] (lithium bis (trimethylsilyl)amide). The solvent is C1CCOC1 (THF). The product is COC=1C=C(C=C(C1)OC)C(=CC#N)C1=CC(=CC(=C1)OC)OC (3,3-bis-(3,5-dimethoxy-phenyl)-acrylonitrile). Isolated yield 76.3%. Reaction SMILES: [CH3:1][O:2][C:3]1[CH:4]=[C:5]([C:11]([C:13]2[CH:18]=[C:17]([O:19][CH3:20])[CH:16]=[C:15]([O:21][CH3:22])[CH:14]=2)=O)[CH:6]=[C:7]([O:9][CH3:10])[CH:8]=1.C(OP([CH2:31][C:32]#[N:33])(=O)OCC)C.C[Si]([N-][Si](C)(C)C)(C)C.[Li+].O1C2C=CC(C(C3C=C(OC)C=C(OC)C=3)=CC#N)=CC=2OCC1>C1COCC1>[CH3:1][O:2][C:3]1[CH:4]=[C:5]([C:11]([C:13]2[CH:18]=[C:17]([O:19][CH3:20])[CH:16]=[C:15]([O:21][CH3:22])[CH:14]=2)=[CH:31][C:32]#[N:33])[CH:6]=[C:7]([O:9][CH3:10])[CH:8]=1 |f:2.3|. Procedure: Bis-(3,5-dimethoxyphenyl)methanone (1.29 g, 4.27 mmol), cyanomethylphosphonic acid diethyl ester (1.34 ml, 8.53 mmol) in anhydrous THF (10 ml), and lithium bis (trimethylsilyl)amide (1.0 M solution in THF, 8.53 ml, 8.53 mmol) were treated in the same manner as described above for the synthesis of 3-(2,3-dihydrobenzo[1,4]dioxin-6-yl)-3-(3,5-dimethoxyphenyl)acrylonitrile. The crude material was purified via flash column chromatography (5% EtOAc in hexane gradient to 40% EtOAc in hexane in about 45...